This data is from the Open Reaction Database (ORD), a public repository of structured organic reaction records. The task is: describe an organic reaction: reactants, conditions, products, and yield The reactants are ClC=1C=2N(C3=CC=CC=C3N1)C(=NN2)C(C)C (4-Chloro-1-isopropyl-[1,2,4]-triazolo[4,3-a]quinoxaline), product, C(C)NCC (diethylamine). Run in CN(C=O)C (N,N-dimethylformamide). Yields the product C(C)N(C=1C=2N(C3=CC=CC=C3N1)C(=NN2)C(C)C)CC (4-diethylamino-1-isopropyl-[1,2,4]triazolo[4,3-a]quinoxaline). Yield: 75.0%. RXN SMILES: Cl[C:2]1[C:3]2[N:4]([C:12]([CH:15]([CH3:17])[CH3:16])=[N:13][N:14]=2)[C:5]2[C:10]([N:11]=1)=[CH:9][CH:8]=[CH:7][CH:6]=2.[CH2:18]([NH:20][CH2:21][CH3:22])[CH3:19]>CN(C)C=O>[CH2:18]([N:20]([CH2:21][CH3:22])[C:2]1[C:3]2[N:4]([C:12]([CH:15]([CH3:17])[CH3:16])=[N:13][N:14]=2)[C:5]2[C:10]([N:11]=1)=[CH:9][CH:8]=[CH:7][CH:6]=2)[CH3:19]. Reported procedure: 4-Chloro-1-isopropyl-[1,2,4]-triazolo[4,3-a]quinoxaline (1.0 g., 0.004 mole), the product of Example 6, and 900 mg. (0.012 mole) of diethylamine in N,N-dimethylformamide (15 ml.) were stirred at room temperature for 4 hours. The reaction mixture was poured over ice and the precipitate was separated by means of filtration, washed with water and placed on a column of silica gel (175 ml.) and finally eluted with chloroform. The eluant was evaporated in vacuo to afford 850 mg. (75% yield) of pure 4-... The reactants are CO (methanol), ClC=1C=CC(=NC1)SC(CCCCS(=O)(=O)C)C1=C(C=CC(=C1)F)F (5-chloro-2-[[1-(2,5-difluorophenyl)-5-(methylsulfonyl)pentyl]thio]pyridine), O (water), OOS(=O)[O-].[K+] (Oxone). Solvent: C(C)(=O)OCC (ethyl acetate), ClCCl (dichloromethane). Run at time 22 hour. The product is ClC=1C=CC(=NC1)S(=O)(=O)C(CCCCS(=O)(=O)C)C1=C(C=CC(=C1)F)F (5-Chloro-2-[[1-(2,5-difluorophenyl)-5-(methylsulfonyl)pentyl]sulfonyl]pyridine). The yield is 56.0%. As a reaction SMILES: CO.[Cl:3][C:4]1[CH:5]=[CH:6][C:7]([S:10][CH:11]([C:20]2[CH:25]=[C:24]([F:26])[CH:23]=[CH:22][C:21]=2[F:27])[CH2:12][CH2:13][CH2:14][CH2:15][S:16]([CH3:19])(=[O:18])=[O:17])=[N:8][CH:9]=1.[OH2:28].[OH:29]OS([O-])=O.[K+]>C(OCC)(=O)C.ClCCl>[Cl:3][C:4]1[CH:5]=[CH:6][C:7]([S:10]([CH:11]([C:20]2[CH:25]=[C:24]([F:26])[CH:23]=[CH:22][C:21]=2[F:27])[CH2:12][CH2:13][CH2:14][CH2:15][S:16]([CH3:19])(=[O:18])=[O:17])(=[O:29])=[O:28])=[N:8][CH:9]=1 |f:3.4|. Procedure details: To a methanol (2 ml) solution of 5-chloro-2-[[1-(2,5-difluorophenyl)-5-(methylsulfonyl)pentyl]thio]pyridine (100 mg, 0.25 mmol) was added a water (2 ml) solution of Oxone (potassium peroxymonosulfate compound, 2 KHSO5.KHSO4.K2SO4) (303 mg, 0.49 mmol) at 0° C. After shaking at room temperature for 22 hours, the reaction mixture was added with dichloromethane and the mixture was washed with water. The organic layer was dried over anhydrous sodium sulfate. After filtration, the filtrate was concent...